This data is from the Open Reaction Database (ORD), a public repository of structured organic reaction records. The task is: describe an organic reaction: reactants, conditions, products, and yield Reactants: [H-].[H-].[H-].[H-].[Li+].[Al+3] (LAH), ClC1=CC=C(C=C1)C1=NSC(=C1COC1=C(C(=C(C=C1)CCC(=O)OCC)F)F)C(F)(F)F (ethyl 3-(4-((3-(4-chlorophenyl)-5-(trifluoromethyl)isothiazol-4-yl)methoxy)-2,3-difluorophenyl)propanoate). Yields the product ClC1=CC=C(C=C1)C1=NSC(=C1COC1=C(C(=C(C=C1)CCCO)F)F)C(F)(F)F (3-(4-((3-(4-chlorophenyl)-5-(trifluoromethyl)isothiazol-4-yl)methoxy)-2,3-difluorophenyl)propan-1-ol). Reaction SMILES: [H-].[H-].[H-].[H-].[Li+].[Al+3].[Cl:7][C:8]1[CH:13]=[CH:12][C:11]([C:14]2[C:18]([CH2:19][O:20][C:21]3[CH:26]=[CH:25][C:24]([CH2:27][CH2:28][C:29](OCC)=[O:30])=[C:23]([F:34])[C:22]=3[F:35])=[C:17]([C:36]([F:39])([F:38])[F:37])[S:16][N:15]=2)=[CH:10][CH:9]=1>>[Cl:7][C:8]1[CH:13]=[CH:12][C:11]([C:14]2[C:18]([CH2:19][O:20][C:21]3[CH:26]=[CH:25][C:24]([CH2:27][CH2:28][CH2:29][OH:30])=[C:23]([F:34])[C:22]=3[F:35])=[C:17]([C:36]([F:39])([F:38])[F:37])[S:16][N:15]=2)=[CH:10][CH:9]=1 |f:0.1.2.3.4.5|. Procedure: The title compound was prepared according to the procedure described in Example 111 by LAH reduction of ethyl 3-(4-((3-(4-chlorophenyl)-5-(trifluoromethyl)isothiazol-4-yl)methoxy)-2,3-difluorophenyl)propanoate to afford the desired product as an off-white solid. 1H NMR (400 MHz, CDCl3) δ 7.72 (d, J=8.5 Hz, 2H), 7.46 (d, J=8.4 Hz, 2H), 6.89 (dd, J=10.5, 4.2 Hz, 1H), 6.72 (dd, J=10.5, 4.2 Hz, 1H), 5.06 (s, 2H), 3.71 (t, J=9.2 Hz, 2H), 2.74 (t, J=9.0 Hz, 2H), 1.87 (m, 2H), 1.45 (br, s, 1H).